Dataset: the Open Reaction Database (ORD), a public repository of structured organic reaction records. Task: describe an organic reaction: reactants, conditions, products, and yield Reactants: C(CCC)OC=1C=C(CC#N)C=CC1 (3-butyloxybenzyl cyanide), [H][H] (hydrogen). The reagents and catalysts are [Ni] (Raney nickel). Solvent: CO (methanol). The product is C(CCC)OC=1C=C(C=CC1)CCN (2-(3-Butyloxyphenyl)ethylamine). Yield: 106.9%. As a reaction SMILES: [CH2:1]([O:5][C:6]1[CH:7]=[C:8]([CH:12]=[CH:13][CH:14]=1)[CH2:9][C:10]#[N:11])[CH2:2][CH2:3][CH3:4].[H][H]>[Ni].CO>[CH2:1]([O:5][C:6]1[CH:7]=[C:8]([CH2:9][CH2:10][NH2:11])[CH:12]=[CH:13][CH:14]=1)[CH2:2][CH2:3][CH3:4]. Procedure details: Raney nickel catalyst (approx 5 g) was added to a solution of 3-butyloxybenzyl cyanide (38.64 g, prepared according to example 1 D) in saturated ammoniacal methanol (700 cm3). The resulting mixture was heated at 70° C. in the presence of hydrogen (45 Atmospheres) for two hours and was then allowed to cool to room temperature overnight. The cooled mixture was filtered to remove the catalyst and was then evaporated down to give a green oil (42.2 g). Starting materials: COC(C=1OC=CC1C)=C(C#N)C#N ([methoxy(3-methyl(2-furyl))methylene]methane-1,1-dicarbonitrile), NCCNC(OC(C)(C)C)=O (tert-butyl N-(2-aminoethyl)carbamate). Product: C(#N)C(=C(C=1OC=CC1C)NCCNC(=O)OC(C)(C)C)C#N (N-(2-{[2,2-dicyano-1-(3-methyl(2-furyl))vinyl]amino}ethyl)(tert-butoxy)carboxamide). RXN SMILES: CO[C:3](=[C:10]([C:13]#[N:14])[C:11]#[N:12])[C:4]1[O:5][CH:6]=[CH:7][C:8]=1[CH3:9].[NH2:15][CH2:16][CH2:17][NH:18][C:19](=[O:25])[O:20][C:21]([CH3:24])([CH3:23])[CH3:22]>>[C:13]([C:10]([C:11]#[N:12])=[C:3]([NH:15][CH2:16][CH2:17][NH:18][C:19]([O:20][C:21]([CH3:24])([CH3:23])[CH3:22])=[O:25])[C:4]1[O:5][CH:6]=[CH:7][C:8]=1[CH3:9])#[N:14]. Procedure: N-(2-{[2,2-dicyano-1-(3-methyl(2-furyl))vinyl]amino}ethyl)(tert-butoxy)carboxamide was synthesized in the same manner using [methoxy(3-methyl(2-furyl))methylene]methane-1,1-dicarbonitrile and tert-butyl N-(2-aminoethyl)carbamate. The NMR and ESI/MS data for this compound are shown below.